Dataset: the Open Reaction Database (ORD), a public repository of structured organic reaction records. Task: describe an organic reaction: reactants, conditions, products, and yield The reactants are NC1=C(C(=NO1)C)Br (5-amino-4-bromo-3-methylisoxazole), C1(=CC=C(C=C1)S(=O)(=O)Cl)C (4-toluenesulfonyl chloride). The product is BrC=1C(=NOC1NS(=O)(=O)C1=CC=C(C=C1)C)C (N-(4-Bromo-3-methyl-5-isoxazolyl)-4-toluenesulfonamide). Isolated yield 69.0%. Reaction SMILES: [NH2:1][C:2]1[O:6][N:5]=[C:4]([CH3:7])[C:3]=1[Br:8].[C:9]1([CH3:19])[CH:14]=[CH:13][C:12]([S:15](Cl)(=[O:17])=[O:16])=[CH:11][CH:10]=1>>[Br:8][C:3]1[C:4]([CH3:7])=[N:5][O:6][C:2]=1[NH:1][S:15]([C:12]1[CH:13]=[CH:14][C:9]([CH3:19])=[CH:10][CH:11]=1)(=[O:17])=[O:16]. Reported procedure: N-(4-Bromo-3-methyl-5-isoxazolyl)-4-toluenesulfonamide was prepared from 5-amino-4-bromo-3-methylisoxazole and 4-toluenesulfonyl chloride according to the procedures described in Example 25b. The crude product was purified by recrystallization from ethyl acetate/hexanes to give off-white crystals, m.p. 169-172° C., yield 69%.